This data is from the Open Reaction Database (ORD), a public repository of structured organic reaction records. The task is: describe an organic reaction: reactants, conditions, products, and yield Reactants: CC(=O)N1CCN(Cc2cc(Cl)ccc2Cl)CC1, O=CO, [Na+], [Na+], O=C([O-])[O-], OO. Product: CC(=O)N1CC[N+]([O-])(Cc2cc(Cl)ccc2Cl)CC1. RXN SMILES: [C:1]([CH3:2])(=[O:3])[N:4]1[CH2:5][CH2:6][N:7]([CH2:10][c:11]2[c:12]([Cl:18])[cH:13][cH:14][c:15]([Cl:17])[cH:16]2)[CH2:8][CH2:9]1.[CH:27]([OH:28])=[O:29].[Na+:21].[Na+:22].[O-:23][C:24](=[O:25])[O-:26].[OH:19][OH:20]>>[C:1]([CH3:2])(=[O:3])[N:4]1[CH2:5][CH2:6][N+:7]([CH2:10][c:11]2[c:12]([Cl:18])[cH:13][cH:14][c:15]([Cl:17])[cH:16]2)([O-:23])[CH2:8][CH2:9]1.